From a dataset of the Open Reaction Database (ORD), a public repository of structured organic reaction records. describe an organic reaction: reactants, conditions, products, and yield Starting materials: FC1=C(C(=O)O)C=CC(=C1C(F)(F)F)F (2,4-difluoro-3-trifluoromethylbenzoic acid), S(=O)(Cl)Cl (thionyl chloride). Run at temperature 50 celsius. Product: FC1=C(C(=O)Cl)C=CC(=C1C(F)(F)F)F (2,4 -Difluoro-3- trifluoromethylbenzoyl chloride). RXN SMILES: [F:1][C:2]1[C:10]([C:11]([F:14])([F:13])[F:12])=[C:9]([F:15])[CH:8]=[CH:7][C:3]=1[C:4](O)=[O:5].S(Cl)([Cl:18])=O>>[F:1][C:2]1[C:10]([C:11]([F:14])([F:13])[F:12])=[C:9]([F:15])[CH:8]=[CH:7][C:3]=1[C:4]([Cl:18])=[O:5]. Reported procedure: 19.3 g (0.085 mol) of 2,4-difluoro-3-trifluoromethylbenzoic acid are added in portions at room temperature to 130 ml of thionyl chloride. After metering has ended, the mixture is heated at 50° C. until the evolution of gas has ceased. The excess thionyl chloride is then removed by distillation and the crude product is reacted further directly.